This data is from the Open Reaction Database (ORD), a public repository of structured organic reaction records. The task is: describe an organic reaction: reactants, conditions, products, and yield The reactants are COc1ccc(CC(COC(=O)c2ccnc(Br)c2)NC(=O)c2ccnc(Br)c2)cc1OC, CO, [Li+], [OH-]. Product: COc1ccc(CC(CO)NC(=O)c2ccnc(Br)c2)cc1OC. As a reaction SMILES: [Br:1][c:2]1[cH:3][c:4]([C:32]([O:7][CH2:8][CH:9]([CH2:10][c:11]2[cH:12][c:13]([O:19][CH3:20])[c:14]([O:17][CH3:18])[cH:15][cH:16]2)[NH:21][C:22]([c:23]2[cH:24][c:25]([Br:29])[n:26][cH:27][cH:28]2)=[O:30])=[O:33])[cH:5][cH:6][n:31]1.[CH3:36][OH:37].[Li+:34].[OH-:35]>>[OH:7][CH2:8][CH:9]([CH2:10][c:11]1[cH:12][c:13]([O:19][CH3:20])[c:14]([O:17][CH3:18])[cH:15][cH:16]1)[NH:21][C:22]([c:23]1[cH:24][c:25]([Br:29])[n:26][cH:27][cH:28]1)=[O:30]. The reactants are CO, Cl, Nc1ccc(C(=O)O)c(O)c1, [Na]. Product: COC(=O)c1ccc(N)cc1O. As a reaction SMILES: [CH3:13][OH:14].[ClH:15].[NH2:2][c:3]1[cH:4][c:5]([OH:12])[c:6]([C:7](=[O:8])[OH:9])[cH:10][cH:11]1.[Na:1]>>[NH2:2][c:3]1[cH:4][c:5]([OH:12])[c:6]([C:7](=[O:8])[O:9][CH3:13])[cH:10][cH:11]1. Reaction SMILES: Br[C:2]1[N:3]([C:13]2[CH:18]=[CH:17][C:16]([OH:19])=[CH:15][CH:14]=2)[C:4]2[C:9]([C:10]=1[C:11]#[N:12])=[CH:8][CH:7]=[CH:6][CH:5]=2.[NH:20]1[CH:24]=[CH:23][CH:22]=[CH:21]1.C(=O)([O-])[O-].[Cs+].[Cs+]>[Cu]I.CN(C=O)C>[OH:19][C:16]1[CH:17]=[CH:18][C:13]([N:3]2[C:4]3[C:9](=[CH:8][CH:7]=[CH:6][CH:5]=3)[C:10]([C:11]#[N:12])=[C:2]2[N:20]2[CH:24]=[CH:23][CH:22]=[CH:21]2)=[CH:14][CH:15]=1 |f:2.3.4|. The reagents and catalysts are [Cu]I (copper(I) iodide). Yields the product OC1=CC=C(C=C1)N1C(=C(C2=CC=CC=C12)C#N)N1C=CC=C1 (1-(4-Hydroxy-phenyl)-2-pyrrol-1-yl-1H-indole-3-carbonitrile). Solvent: CN(C)C=O (DMF). The reactants are BrC=1N(C2=CC=CC=C2C1C#N)C1=CC=C(C=C1)O (2-Bromo-1-(4-hydroxy-phenyl)-1H-indole-3-carbonitrile), N1C=CC=C1 (pyrrole), C([O-])([O-])=O.[Cs+].[Cs+] (cesium carbonate). Reported procedure: 2-Bromo-1-(4-hydroxy-phenyl)-1H-indole-3-carbonitrile (Example 1), 1.4 eq pyrrole, 2 eq cesium carbonate and 20 mol % copper(I) iodide was mixed in a oven-dried vial, DMF was added and the mixture was flushed with nitrogen. The vial was sealed and stirred at 120° C. for 48 hours. The reaction-mixture was cooled to rt, diluted with EtOAc and filtered through silica. The crude mixture was evaporated to dryness and subjected to reversed phase preparative HPLC. Appropriate fractions were combined an... Conditions: temperature 120 celsius, time 48 hour. As a reaction SMILES: [Cl:1][C:2]1[CH:7]=[CH:6][C:5]([N:8]2[CH2:13][CH2:12][NH:11][CH2:10][CH2:9]2)=[CH:4][CH:3]=1.[N:14]1[NH:15][C:16]([CH2:23][CH2:24][C:25](O)=O)=[C:17]2[C:22]=1[CH2:21][CH2:20][CH2:19]C2.ClC1C=CC(C2CCNCC2)=CC=1.Cl>>[ClH:1].[Cl:1][C:2]1[CH:3]=[CH:4][C:5]([N:8]2[CH2:13][CH2:12][N:11]([CH2:25][CH2:24][CH2:23][C:16]3[NH:15][N:14]=[C:22]4[CH2:21][CH2:20][CH2:19][C:17]=34)[CH2:10][CH2:9]2)=[CH:6][CH:7]=1 |f:4.5|. The product is Cl.ClC1=CC=C(C=C1)N1CCN(CC1)CCCC=1NN=C2C1CCC2 (3-(3-(4-(4-chlorophenyl)piperazin-1-yl)propyl)-2,4,5,6-tetrahydrocyclopentapyrazole hydrochloride). The reactants are ClC1=CC=C(C=C1)N1CCNCC1 (1-(4-chlorophenyl)piperazine), Cl (hydrochloric acid), N=1NC(=C2CCCCC12)CCC(=O)O (3-(4,5,6,7-tetrahydro-2H-indazol-3-yl)propionic acid), ClC1=CC=C(C=C1)C1CCNCC1 (4-(4-chlorophenyl)piperidine). Procedure: In the same manner as in Example 102 except that 3-(2,4,5,6-tetrahydrocyclopentapyrazol-3-yl)propionic acid obtained in Starting Material Synthesis Example 4 and 1-(4-chlorophenyl)piperazine were used instead of 3-(4,5,6,7-tetrahydro-2H-indazol-3-yl)propionic acid obtained in Starting Material Synthesis Example 1 and 4-(4-chlorophenyl)piperidine, and then by a conventional treatment using hydrochloric acid, 3-(3-(4-(4-chlorophenyl)piperazin-1-yl)propyl)-2,4,5,6-tetrahydrocyclopentapyrazole hydro... The reactants are CCOC(=O)C1CCNCC1, Cc1c(Cl)nnc(Cc2ccccc2)c1C, CN1CCCC1=O, CCN(C(C)C)C(C)C. Product: CCOC(=O)C1CCN(c2nnc(Cc3ccccc3)c(C)c2C)CC1. Reaction SMILES: [CH2:17]([CH3:18])[O:19][C:20](=[O:21])[CH:22]1[CH2:23][CH2:24][NH:25][CH2:26][CH2:27]1.[CH2:1]([c:2]1[cH:3][cH:4][cH:5][cH:6][cH:7]1)[c:8]1[n:9][n:10][c:11]([Cl:16])[c:12]([CH3:15])[c:13]1[CH3:14].[CH3:37][N:38]1[CH2:39][CH2:40][CH2:41][C:42]1=[O:43].[CH:28]([N:29]([CH2:30][CH3:31])[CH:32]([CH3:33])[CH3:34])([CH3:35])[CH3:36]>>[CH2:1]([c:2]1[cH:3][cH:4][cH:5][cH:6][cH:7]1)[c:8]1[n:9][n:10][c:11]([N:25]2[CH2:24][CH2:23][CH:22]([C:20]([O:19][CH2:17][CH3:18])=[O:21])[CH2:27][CH2:26]2)[c:12]([CH3:15])[c:13]1[CH3:14]. Reactants: ClCC(=O)O[C@H]1[C@@H](C(CC1)(F)F)N(C(CCl)=O)CC1=CC=CC=C1 (trans-2-(N-benzyl-2-chloroacetamido)-3,3-difluorocyclopentyl 2-chloroacetate), C(=O)([O-])[O-].[K+].[K+] (K2CO3). The solvent is CO (CH3OH). Reaction conditions: time 3 hour. Yields the product C(C1=CC=CC=C1)N(C(CCl)=O)[C@@H]1C(CC[C@H]1O)(F)F (trans-N-benzyl-2-chloro-N-(2,2-difluoro-5-hydroxycyclopentyl)acetamide). As a reaction SMILES: ClCC([O:5][C@@H:6]1[CH2:10][CH2:9][C:8]([F:12])([F:11])[C@H:7]1[N:13]([CH2:18][C:19]1[CH:24]=[CH:23][CH:22]=[CH:21][CH:20]=1)[C:14](=[O:17])[CH2:15][Cl:16])=O.C([O-])([O-])=O.[K+].[K+]>CO>[CH2:18]([N:13]([C@H:7]1[C@H:6]([OH:5])[CH2:10][CH2:9][C:8]1([F:11])[F:12])[C:14](=[O:17])[CH2:15][Cl:16])[C:19]1[CH:20]=[CH:21][CH:22]=[CH:23][CH:24]=1 |f:1.2.3|. Reported procedure: To a stirred solution of trans-2-(N-benzyl-2-chloroacetamido)-3,3-difluorocyclopentyl 2-chloroacetate (480 mg, 1.26 mmol) in CH3OH (15 mL), K2CO3 (175 mg, 1.26 mmol) was added at room temperature. The reaction mixture was stirred at room temperature for 3 hours and then concentrated in vacuo. The residue was dissolved in CH2Cl2, washed with brine, dried over anhydrous Na2SO4, filtered and concentrated in vacuo to afford trans-N-benzyl-2-chloro-N-(2,2-difluoro-5-hydroxycyclopentyl)acetamide. MS E... The reactants are NC1(CCC1)C1=CC=C(C=C1)C=1C(=CC2=C(OCC(N2CCC#N)=O)N1)C1=CC=CC=C1 (3-(6-(4-(1-aminocyclobutyl)phenyl)-2-oxo-7-phenyl-2,3-dihydro-1H-pyrido[2,3-b][1,4]oxazin-1-yl)propanenitrile), C(C)(C)(C)OC(NC1(CCC1)C1=CC=C(C=C1)C=1C(=CC2=C(OCC(N2CCF)=O)N1)C1=CC=CC=C1)=O (tert-butyl(1-(4-(1-(2-fluoroethyl)-2-oxo-7-phenyl-2,3-dihydro-1H-pyrido[2,3-b][1,4]oxazin-6-yl)phenyl)cyclobutyl)carbamate). The product is NC1(CCC1)C1=CC=C(C=C1)C=1C(=CC2=C(OCC(N2CCF)=O)N1)C1=CC=CC=C1 (6-(4-(1-aminocyclobutyl)phenyl)-1-(2-fluoroethyl)-7-phenyl-1H-pyrido[2,3-b][1,4]oxazin-2(3H)-one). Isolated yield 104.3%. Reaction SMILES: NC1(C2C=CC(C3C(C4C=CC=CC=4)=CC4N(CCC#N)C(=O)COC=4N=3)=CC=2)CCC1.C(OC(=O)[NH:39][C:40]1([C:44]2[CH:49]=[CH:48][C:47]([C:50]3[C:51]([C:64]4[CH:69]=[CH:68][CH:67]=[CH:66][CH:65]=4)=[CH:52][C:53]4[N:58]([CH2:59][CH2:60][F:61])[C:57](=[O:62])[CH2:56][O:55][C:54]=4[N:63]=3)=[CH:46][CH:45]=2)[CH2:43][CH2:42][CH2:41]1)(C)(C)C>>[NH2:39][C:40]1([C:44]2[CH:45]=[CH:46][C:47]([C:50]3[C:51]([C:64]4[CH:65]=[CH:66][CH:67]=[CH:68][CH:69]=4)=[CH:52][C:53]4[N:58]([CH2:59][CH2:60][F:61])[C:57](=[O:62])[CH2:56][O:55][C:54]=4[N:63]=3)=[CH:48][CH:49]=2)[CH2:43][CH2:42][CH2:41]1. Procedure: Following the procedure for 3-(6-(4-(1-aminocyclobutyl)phenyl)-2-oxo-7-phenyl-2,3-dihydro-1H-pyrido[2,3-b][1,4]oxazin-1-yl)propanenitrile, tert-butyl(1-(4-(1-(2-fluoroethyl)-2-oxo-7-phenyl-2,3-dihydro-1H-pyrido[2,3-b][1,4]oxazin-6-yl)phenyl)cyclobutyl)carbamate (60 mg, 0.116 mmol) was reacted to afford the title compound (50.5 mg). 1H NMR (500 MHz, CH3OD) 7.69 (1H, s), 7.42 (2H, d), 7.38 (2H, d), 7.30 (3H, m), 7.22 (2H, m), 4.99 (2H, s), 4.80 (1H, t), 4.70 (1H, t), 4.40 (1H, t), 4.35 (1H, t), 2....